From a dataset of the Open Reaction Database (ORD), a public repository of structured organic reaction records. describe an organic reaction: reactants, conditions, products, and yield Starting materials: NC1=C(C=C(C=C1)CC(=O)OC(C)(C)C)C (tert-butyl 4-amino-3-methylphenylacetate), ClC1=C(C(=CC=C1)Cl)N=C=O (2,6-dichlorophenyl isocyanate). The solvent is C1CCOC1 (THF). Run at time 3 hour. Product: ClC1=C(C(=CC=C1)Cl)NC(NC1=C(C=C(C=C1)CC(=O)OC(C)(C)C)C)=O (tert-butyl 4-[N′-(2,6-dichlorophenyl)ureido]-3-methylphenylacetate). Yield: 74.1%. RXN SMILES: [NH2:1][C:2]1[CH:7]=[CH:6][C:5]([CH2:8][C:9]([O:11][C:12]([CH3:15])([CH3:14])[CH3:13])=[O:10])=[CH:4][C:3]=1[CH3:16].[Cl:17][C:18]1[CH:23]=[CH:22][CH:21]=[C:20]([Cl:24])[C:19]=1[N:25]=[C:26]=[O:27]>C1COCC1>[Cl:17][C:18]1[CH:23]=[CH:22][CH:21]=[C:20]([Cl:24])[C:19]=1[NH:25][C:26](=[O:27])[NH:1][C:2]1[CH:7]=[CH:6][C:5]([CH2:8][C:9]([O:11][C:12]([CH3:13])([CH3:15])[CH3:14])=[O:10])=[CH:4][C:3]=1[CH3:16]. Procedure details: To a mixture of tert-butyl 4-amino-3-methylphenylacetate (1.88 g, 8.51 mmol), 2,6-dichlorophenyl isocyanate (1.60 g, 8.51 mmol) in THF (40 ml) was added Et3 N (0.24 ml, 1.70 mmol) at room temperature. After 3 h stirring, the reaction mixture was concentrated in vacuo. The residue was triturated by the addition of n-hexane, to give tert-butyl 4-[N′-(2,6-dichlorophenyl)ureido]-3-methylphenylacetate (2.58 g, 74%) as a colorless powder. mp 243–244° C. (dec.); 1H-NMR (CDCl3) δ 1.45 (s, 9H), 2.30 (s, ... Reactants: CC(=O)c1c(-c2ccc(NC(=O)OC(C)(C)C)c(F)c2)c2c(N)ncnn2c1CN1CCOCC1, ClCCl, [Na+], O=C([O-])O, O=C(O)C(F)(F)F. The product is CC(=O)c1c(-c2ccc(N)c(F)c2)c2c(N)ncnn2c1CN1CCOCC1. As a reaction SMILES: [C:1]([CH3:2])(=[O:3])[c:4]1[c:5](-[c:21]2[cH:22][c:23]([F:35])[c:24]([NH:27][C:28](=[O:29])[O:30][C:31]([CH3:32])([CH3:33])[CH3:34])[cH:25][cH:26]2)[c:6]2[c:7]([NH2:20])[n:8][cH:9][n:10][n:11]2[c:12]1[CH2:13][N:14]1[CH2:15][CH2:16][O:17][CH2:18][CH2:19]1.[Cl:48][CH2:49][Cl:50].[Na+:47].[O-:43][C:44]([OH:45])=[O:46].[OH:36][C:37]([C:38]([F:39])([F:40])[F:41])=[O:42]>>[C:1]([CH3:2])(=[O:3])[c:4]1[c:5](-[c:21]2[cH:22][c:23]([F:35])[c:24]([NH2:27])[cH:25][cH:26]2)[c:6]2[c:7]([NH2:20])[n:8][cH:9][n:10][n:11]2[c:12]1[CH2:13][N:14]1[CH2:15][CH2:16][O:17][CH2:18][CH2:19]1. Reactants: C(C1=CC=CC=C1)O[C@H]1C(O)(S[C@@H]([C@H]([C@@H]1OCC1=CC=CC=C1)OCC1=CC=CC=C1)COCC1=CC=CC=C1)C1=C(C=C(C(=C1)C=O)C)OCC1=CC=CC=C1 (2,3,4,6-tetra-O-benzyl-1-C-[2-(benzyloxy)-5-formyl-4-methylphenyl]-5-thio-D-glucopyranose), BrC1=CC=C(C=C1)OCOC (1-bromo-4-(methoxymethoxy)benzene), CCCCCC (hexane), [Cl-].[NH4+] (ammonium chloride). The solvent is O1CCCC1 (tetrahydrofuran), O1CCCC1 (tetrahydrofuran), C(CCC)[Li] (n-butyllithium). Conditions: temperature -78 celsius, time 10 minute. The product is C(C1=CC=CC=C1)O[C@H]1[C@@](O)(S[C@@H]([C@H]([C@@H]1OCC1=CC=CC=C1)OCC1=CC=CC=C1)COCC1=CC=CC=C1)C1=C(C=C(C(=C1)C(C1=CC=C(C=C1)OCOC)O)C)OCC1=CC=CC=C1 (2,3,4,6-tetra-O-benzyl-1-C-[2-(benzyloxy)-5-{hydroxy[4-(methoxymethoxy)phenyl]methyl}-4-methylphenyl]-5-thio-α-D-glucopyranose). Yield: 56.8%. Reaction SMILES: Br[C:2]1[CH:7]=[CH:6][C:5]([O:8][CH2:9][O:10][CH3:11])=[CH:4][CH:3]=1.CCCCCC.[CH2:18]([O:25][C@@H:26]1[C@@H:32]([O:33][CH2:34][C:35]2[CH:40]=[CH:39][CH:38]=[CH:37][CH:36]=2)[C@H:31]([O:41][CH2:42][C:43]2[CH:48]=[CH:47][CH:46]=[CH:45][CH:44]=2)[C@@H:30]([CH2:49][O:50][CH2:51][C:52]2[CH:57]=[CH:56][CH:55]=[CH:54][CH:53]=2)[S:29][C:27]1([C:58]1[CH:63]=[C:62]([CH:64]=[O:65])[C:61]([CH3:66])=[CH:60][C:59]=1[O:67][CH2:68][C:69]1[CH:74]=[CH:73][CH:72]=[CH:71][CH:70]=1)[OH:28])[C:19]1[CH:24]=[CH:23][CH:22]=[CH:21][CH:20]=1.[Cl-].[NH4+]>O1CCCC1.C([Li])CCC>[CH2:18]([O:25][C@@H:26]1[C@@H:32]([O:33][CH2:34][C:35]2[CH:36]=[CH:37][CH:38]=[CH:39][CH:40]=2)[C@H:31]([O:41][CH2:42][C:43]2[CH:48]=[CH:47][CH:46]=[CH:45][CH:44]=2)[C@@H:30]([CH2:49][O:50][CH2:51][C:52]2[CH:53]=[CH:54][CH:55]=[CH:56][CH:57]=2)[S:29][C@:27]1([C:58]1[CH:63]=[C:62]([CH:64]([OH:65])[C:2]2[CH:7]=[CH:6][C:5]([O:8][CH2:9][O:10][CH3:11])=[CH:4][CH:3]=2)[C:61]([CH3:66])=[CH:60][C:59]=1[O:67][CH2:68][C:69]1[CH:70]=[CH:71][CH:72]=[CH:73][CH:74]=1)[OH:28])[C:19]1[CH:24]=[CH:23][CH:22]=[CH:21][CH:20]=1 |f:3.4|. Procedure details: To a solution of 1-bromo-4-(methoxymethoxy)benzene (1.55 g, 7.13 mmol) in tetrahydrofuran (7.5 mL), 2.67 M n-butyllithium in hexane (2.58 mL, 6.9 mmol) was added dropwise at −60° C. under a nitrogen atmosphere. Then, a solution of 2,3,4,6-tetra-O-benzyl-1-C-[2-(benzyloxy)-5-formyl-4-methylphenyl]-5-thio-D-glucopyranose (1.80 g, 2.30 mmol) in tetrahydrofuran (10 mL) was added dropwise and stirred at −78° C. for 10 minutes. After addition of saturated aqueous ammonium chloride, the reaction mixtur... The reactants are O (water), C([O-])([O-])=O.[Cs+].[Cs+] (Cesium carbonate), FC1=C(C=CC(=C1F)CCO)O (2,3-Difluoro-4-(2-hydroxyethyl)phenol), BrCC(OCC)OCC (2-bromo-1,1-diethoxyethane). The solvent is CN(C)C=O (DMF). Run at temperature 90 celsius. Product: C(C)OC(COC1=C(C(=C(C=C1)CCO)F)F)OCC (2-(4-(2,2-Diethoxyethoxy)-2,3-difluorophenyl)ethanol). RXN SMILES: C(=O)([O-])[O-].[Cs+].[Cs+].[F:7][C:8]1[C:13]([F:14])=[C:12]([CH2:15][CH2:16][OH:17])[CH:11]=[CH:10][C:9]=1[OH:18].Br[CH2:20][CH:21]([O:25][CH2:26][CH3:27])[O:22][CH2:23][CH3:24].O>CN(C=O)C>[CH2:23]([O:22][CH:21]([O:25][CH2:26][CH3:27])[CH2:20][O:18][C:9]1[CH:10]=[CH:11][C:12]([CH2:15][CH2:16][OH:17])=[C:13]([F:14])[C:8]=1[F:7])[CH3:24] |f:0.1.2|. Procedure details: Cesium carbonate (0.99 g) was added to a solution of 2,3-difluoro-4-(2-hydroxyethyl)phenol (example 77, step b) (0.44 g) and 2-bromo-1,1-diethoxyethane (0.4 mL) in DMF (10 mL). The resulting suspension was heated at 90° C. for 18 h. The reaction was allowed to cool and poured into water (100 mL). The aqueous mixture was extracted with diethylether (3×100 mL). The combined organic solutions were washed with water (200 mL) and brine (200 mL), dried over magnesium sulfate, filtered and evaporated. ... Reaction SMILES: C(OC1C=C(C(C)C)C=CC=1C(Cl)=O)C.[Cl:16][C:17]1[CH:22]=[CH:21][C:20]([C:23]2([CH3:49])[C:27]([C:29]3[CH:34]=[CH:33][C:32]([Cl:35])=[CH:31][CH:30]=3)([CH3:28])[NH:26][C:25]([C:36]3[CH:41]=[CH:40][C:39]([C:42](C)([CH3:44])[CH3:43])=[CH:38][C:37]=3[O:46][CH2:47][CH3:48])=[N:24]2)=[CH:19][CH:18]=1>>[Cl:16][C:17]1[CH:18]=[CH:19][C:20]([C:23]2([CH3:49])[C:27]([C:29]3[CH:30]=[CH:31][C:32]([Cl:35])=[CH:33][CH:34]=3)([CH3:28])[NH:26][C:25]([C:36]3[CH:41]=[CH:40][C:39]([CH:42]([CH3:44])[CH3:43])=[CH:38][C:37]=3[O:46][CH2:47][CH3:48])=[N:24]2)=[CH:21][CH:22]=1. Reported procedure: rac-(4S*,5R*)-4,5-Bis-(4-chloro-phenyl)-2-(2-ethoxy-4-isopropyl-phenyl)-4,5-dimethyl-4,5-dihydro-1H-imidazole was prepared from 2-ethoxy-4-isopropyl-benzoyl chloride (prepared from 2-hydroxy-4-isopropyl-benzoic acid in 3 steps) and meso-2,3-bis-(4-chlorophenyl)-2,3-butanediamine (example 1) in an analogous manner as described in example 2 (method 1). The reactants are C(C)OC1=C(C(=O)Cl)C=CC(=C1)C(C)C (2-ethoxy-4-isopropyl-benzoyl chloride), ClC1=CC=C(C=C1)C1(N=C(NC1(C)C1=CC=C(C=C1)Cl)C1=C(C=C(C=C1)C(C)(C)C)OCC)C (rac-(4S*,5R*)-4,5-bis(4-chlorophenyl)-2-(4-(tert-butyl)-2-ethoxy-phenyl)-4,5-dimethyl-4,5-dihydro-1H-imidazole). Product: ClC1=CC=C(C=C1)C1(N=C(NC1(C)C1=CC=C(C=C1)Cl)C1=C(C=C(C=C1)C(C)C)OCC)C (rac-(4S*,5R*)-4,5-Bis-(4-chloro-phenyl)-2-(2-ethoxy-4-isopropyl-phenyl)-4,5-dimethyl-4,5-dihydro-1H-imidazole).